From a dataset of the Open Reaction Database (ORD), a public repository of structured organic reaction records. describe an organic reaction: reactants, conditions, products, and yield The product is Cc1nc(CCOCCCCCCBr)cs1. RXN SMILES: [Br:10][CH2:11][CH2:12][CH2:13][CH2:14][CH2:15][CH2:16][Br:17].[CH3:1][c:2]1[s:3][cH:4][c:5]([CH2:7][CH2:8][OH:9])[n:6]1.[OH2:18]>>[CH3:1][c:2]1[s:3][cH:4][c:5]([CH2:7][CH2:8][O:9][CH2:16][CH2:15][CH2:14][CH2:13][CH2:12][CH2:11][Br:10])[n:6]1. Reactants: BrCCCCCCBr, Cc1nc(CCO)cs1, O. Reactants: solution, Cl (hydrogen chloride), C(C)OC(C(NC(CC(C)C)=O)CSC1=CC=CC=C1)=O (N-isovaleryl-3-(phenylthio)-DL-alanine ethyl ester), solution. The solvent is C(C)O (ethanol), O1CCCC1 (tetrahydrofuran), O1CCCC1 (tetrahydrofuran). Run at time 1 hour. The product is Cl.C(C)OC(C(NCCC(C)C)CSC1=CC=CC=C1)=O (N-Isoamyl-3-(phenylthio)-DL-alanine Ethyl Ester Hydrochloride). The yield is 15.0%. RXN SMILES: [CH2:1]([O:3][C:4](=[O:21])[CH:5]([CH2:13][S:14][C:15]1[CH:20]=[CH:19][CH:18]=[CH:17][CH:16]=1)[NH:6][C:7](=O)[CH2:8][CH:9]([CH3:11])[CH3:10])[CH3:2].[ClH:22]>O1CCCC1.C(O)C>[ClH:22].[CH2:1]([O:3][C:4](=[O:21])[CH:5]([CH2:13][S:14][C:15]1[CH:16]=[CH:17][CH:18]=[CH:19][CH:20]=1)[NH:6][CH2:7][CH2:8][CH:9]([CH3:11])[CH3:10])[CH3:2] |f:4.5|. Procedure: A solution of N-isovaleryl-3-(phenylthio)-DL-alanine ethyl ester (1.0 g) in anhydrous tetrahydrofuran (3.2 ml) is added to a 1 M solution of a borane-tetrahydrofuran complex salt in tetrahydrofuran (4.85 ml) dropwise under a nitrogen atmosphere and ice cooling, and the mixture is refluxed with stirring for one hour. A 3 N solution of hydrogen chloride in ethanol (2 ml) is added to the reaction mixture under ice cooling, and the mixture is further refluxed for one hour. The reaction mixture is co... Reactants: [F-].[K+] (Potassium fluoride), ClC1=NC=C(C=C1)S(=O)(=O)C(C1=C(C=CC(=C1)F)F)C1=C(C=NC=C1)Cl (2-chloro-5-[(3-chloropyridin-4-yl) (2,5-difluorophenyl)methylsulfonyl]pyridine), ClCCl (Dichloromethane), C(C)(=O)OCC (ethyl acetate). The reagents and catalysts are [Br-].C1(=CC=CC=C1)[P+](C1=CC=CC=C1)(C1=CC=CC=C1)C1=CC=CC=C1 (tetraphenylphosphonium bromide). Run in C(C)#N (acetonitrile). Yields the product ClC=1C=NC=CC1C(S(=O)(=O)C=1C=CC(=NC1)F)C1=C(C=CC(=C1)F)F (5-[(3-Chloropyridin-4-yl)(2,5-difluorophenyl)methylsulfonyl]-2-fluoropyridine). The yield is 6.9%. Reaction SMILES: [F-:1].[K+].Cl[C:4]1[CH:9]=[CH:8][C:7]([S:10]([CH:13]([C:22]2[CH:27]=[CH:26][N:25]=[CH:24][C:23]=2[Cl:28])[C:14]2[CH:19]=[C:18]([F:20])[CH:17]=[CH:16][C:15]=2[F:21])(=[O:12])=[O:11])=[CH:6][N:5]=1.ClCCl.C(OCC)(=O)C>[Br-].C1([P+](C2C=CC=CC=2)(C2C=CC=CC=2)C2C=CC=CC=2)C=CC=CC=1.C(#N)C>[Cl:28][C:23]1[CH:24]=[N:25][CH:26]=[CH:27][C:22]=1[CH:13]([C:14]1[CH:19]=[C:18]([F:20])[CH:17]=[CH:16][C:15]=1[F:21])[S:10]([C:7]1[CH:8]=[CH:9][C:4]([F:1])=[N:5][CH:6]=1)(=[O:12])=[O:11] |f:0.1,5.6|. Procedure: Potassium fluoride (94 mg, 1.60 mmol) and tetraphenylphosphonium bromide (134 mg, 0.32 mmol) were added to a solution of 2-chloro-5-[(3-chloropyridin-4-yl) (2,5-difluorophenyl)methylsulfonyl]pyridine (66 mg, 0.16 mmol) in acetonitrile (2 ml). The resulting mixture was heated under reflux for 16 hours. The reaction mixture was cooled to room temperature. Dichloromethane was added and the mixture was washed with water. The organic layer was dried over anhydrous sodium sulfate and filtered. The fil... Starting materials: C(CCC)N(CCCC)CCCC (tributylamine), C(=O)O (formic acid), IC1=C(C=C(C(=O)OC)C=C1)OC=C(C)C1=CC=2C(CCC(C2C=C1)(C)C)(C)C (methyl 4-iodo-3-[2-[5,6,7,8-tetrahydro-5,5,8,8-tetramethyl-2-naphthyl]-1-propenyloxy]benzoate). Reagents/catalysts: C(C)(=O)[O-].C(C)(=O)[O-].[Pd+2] (palladium diacetate). Solvent: C(C)#N (acetonitrile). Run at temperature 60 celsius. Product: CC1(COC2=C1C=CC(=C2)C(=O)OC)C2=CC=1C(CCC(C1C=C2)(C)C)(C)C (Methyl 3-methyl-3-(5,6,7,8-tetrahydro-5,5,8,8-tetramethyl-2-naphthyl)-2H-1-benzofuran-6-carboxylate). RXN SMILES: C(N(CCCC)CCCC)CCC.C(O)=O.I[C:18]1[CH:27]=[CH:26][C:21]([C:22]([O:24][CH3:25])=[O:23])=[CH:20][C:19]=1[O:28][CH:29]=[C:30]([C:32]1[CH:41]=[CH:40][C:39]2[C:38]([CH3:43])([CH3:42])[CH2:37][CH2:36][C:35]([CH3:45])([CH3:44])[C:34]=2[CH:33]=1)[CH3:31]>C(#N)C.C([O-])(=O)C.C([O-])(=O)C.[Pd+2]>[CH3:31][C:30]1([C:32]2[CH:41]=[CH:40][C:39]3[C:38]([CH3:43])([CH3:42])[CH2:37][CH2:36][C:35]([CH3:45])([CH3:44])[C:34]=3[CH:33]=2)[C:18]2[CH:27]=[CH:26][C:21]([C:22]([O:24][CH3:25])=[O:23])=[CH:20][C:19]=2[O:28][CH2:29]1 |f:4.5.6|. Procedure: A mixture of tributylamine (0.5 ml, 2.1 mmol), palladium diacetate (0.03 g, 0.2 mmol), formic acid (0.06 ml, 1.3 mmol) and methyl 4-iodo-3-[2-[5,6,7,8-tetrahydro-5,5,8,8-tetramethyl-2-naphthyl]-1-propenyloxy]benzoate (0.65 g, 1.3 mmol) in acetonitrile (10 ml) is heated at 60° C. for 4 h. The reaction medium is concentrated on a rotary evaporator under vacuum at 40° C. 20 ml of water and 20 ml of ethyl ether are added. After separation of the phases by settling, the organic phase is washed twice ... The reactants are NC1=NC(=C(C(=C1C#N)C1=CN=CS1)C#N)SCC=1N=C(SC1)C1=CC=C(C=C1)Cl (2-amino-6-({[2-(4-chlorophenyl)-1,3-thiazol-4-yl]methyl}sulphanyl)-4-(1,3-thiazol-5-yl)pyridine-3,5-dicarbonitrile), Cl (hydrochloric acid), N(=O)[O-].[Na+] (sodium nitrite). Conditions: temperature 0 celsius, time 1 hour. The product is ClC1=NC(=C(C(=C1C#N)C1=CN=CS1)C#N)SCC=1N=C(SC1)C1=CC=C(C=C1)Cl (2-Chloro-6-({[2-(4-chlorophenyl)-1,3-thiazol-4-yl]methyl}sulphanyl)-4-(1,3-thiazol-5-yl)pyridine-3,5-dicarbonitrile). As a reaction SMILES: N[C:2]1[C:7]([C:8]#[N:9])=[C:6]([C:10]2[S:14][CH:13]=[N:12][CH:11]=2)[C:5]([C:15]#[N:16])=[C:4]([S:17][CH2:18][C:19]2[N:20]=[C:21]([C:24]3[CH:29]=[CH:28][C:27]([Cl:30])=[CH:26][CH:25]=3)[S:22][CH:23]=2)[N:3]=1.N([O-])=O.[Na+].[ClH:35]>>[Cl:35][C:2]1[C:7]([C:8]#[N:9])=[C:6]([C:10]2[S:14][CH:13]=[N:12][CH:11]=2)[C:5]([C:15]#[N:16])=[C:4]([S:17][CH2:18][C:19]2[N:20]=[C:21]([C:24]3[CH:29]=[CH:28][C:27]([Cl:30])=[CH:26][CH:25]=3)[S:22][CH:23]=2)[N:3]=1 |f:1.2|. Procedure details: 569 mg (1.218 mmol) of 2-amino-6-({[2-(4-chlorophenyl)-1,3-thiazol-4-yl]methyl}sulphanyl)-4-(1,3-thiazol-5-yl)pyridine-3,5-dicarbonitrile are dissolved in 20 ml of concentrated hydrochloric acid, the mixture is cooled to 0° C. and 252 mg (3.655 mmol) of sodium nitrite are added at this temperature. The mixture is stirred at 0° C. for 1 h and then warmed to room temperature and stirred at room temperature overnight. The reaction mixture is purified by preparative HPLC (acetonitrile/water: 10:90→9... Starting materials: S(=O)(Cl)Cl (thionyl chloride), OCC(C(C(C)(C)C)=O)OC1=C(C=C(C=C1)Cl)C (1-hydroxy-2-(2-methyl-4-chlorophenoxy)-4,4-dimethylpentan-3-one). The solvent is C(Cl)Cl (methylene chloride). Yields the product ClCC(C(C(C)(C)C)=O)OC1=C(C=C(C=C1)Cl)C (1-chloro-2-(2-methyl-4-chlorophenoxy)-4,4-dimethyl-pentan-3-one). The yield is 82.5%. Reaction SMILES: S(Cl)([Cl:3])=O.O[CH2:6][CH:7]([O:14][C:15]1[CH:20]=[CH:19][C:18]([Cl:21])=[CH:17][C:16]=1[CH3:22])[C:8](=[O:13])[C:9]([CH3:12])([CH3:11])[CH3:10]>C(Cl)Cl>[Cl:3][CH2:6][CH:7]([O:14][C:15]1[CH:20]=[CH:19][C:18]([Cl:21])=[CH:17][C:16]=1[CH3:22])[C:8](=[O:13])[C:9]([CH3:12])([CH3:11])[CH3:10]. Reported procedure: 50 g (0.42 mole) of thionyl chloride were slowly added dropwise at room temperature to a solution of 106 g (0.39 mole) of 1-hydroxy-2-(2-methyl-4-chlorophenoxy)-4,4-dimethylpentan-3-one in 400 ml of methylene chloride, while stirring and using reflux cooling, and the mixture was stirred at room temperature overnight. It was then distilled under reduced pressure. 93 g (82% of theory) of 1-chloro-2-(2-methyl-4-chlorophenoxy)-4,4-dimethyl-pentan-3-one of boiling point 113°-117°C/0.2 mm were obtaine... The reactants are CN(C)C=O, Fc1ccc(F)nn1, FC(F)(F)c1cccc(N2CCNCC2)c1, [Na+], [Na+], O=C([O-])[O-], O. Product: Fc1ccc(N2CCN(c3cccc(C(F)(F)F)c3)CC2)nn1. Reaction SMILES: [CH3:31][N:32]([CH3:33])[CH:34]=[O:35].[F:1][c:2]1[n:3][n:4][c:5]([F:8])[cH:6][cH:7]1.[F:9][C:10]([c:11]1[cH:12][c:13]([N:17]2[CH2:18][CH2:19][NH:20][CH2:21][CH2:22]2)[cH:14][cH:15][cH:16]1)([F:23])[F:24].[Na+:25].[Na+:26].[O-:27][C:28](=[O:29])[O-:30].[OH2:36]>>[c:2]1([N:20]2[CH2:19][CH2:18][N:17]([c:13]3[cH:12][c:11]([C:10]([F:9])([F:23])[F:24])[cH:16][cH:15][cH:14]3)[CH2:22][CH2:21]2)[n:3][n:4][c:5]([F:8])[cH:6][cH:7]1.